describe an organic reaction: reactants, conditions, products, and yield From a dataset of the Open Reaction Database (ORD), a public repository of structured organic reaction records. Reactants: C1CCOC1, CC(C)Oc1ccc(-c2nc(-c3cccc4c(C=O)c[nH]c34)no2)cc1Cl, [K+], [K+], O=[Mn](=O)(=O)[O-], [OH-]. Product: CC(C)Oc1ccc(-c2nc(-c3cccc4c(C(=O)O)c[nH]c34)no2)cc1Cl. As a reaction SMILES: [CH2:36]1[O:37][CH2:38][CH2:39][CH2:40]1.[Cl:1][c:2]1[cH:3][c:4](-[c:12]2[n:13][c:14](-[c:17]3[cH:18][cH:19][cH:20][c:21]4[c:22]([CH:26]=[O:27])[cH:23][nH:24][c:25]34)[n:15][o:16]2)[cH:5][cH:6][c:7]1[O:8][CH:9]([CH3:10])[CH3:11].[K+:33].[K+:35].[Mn:28](=[O:29])([O-:30])(=[O:31])=[O:32].[OH-:34]>>[Cl:1][c:2]1[cH:3][c:4](-[c:12]2[n:13][c:14](-[c:17]3[cH:18][cH:19][cH:20][c:21]4[c:22]([C:26](=[O:27])[OH:29])[cH:23][nH:24][c:25]34)[n:15][o:16]2)[cH:5][cH:6][c:7]1[O:8][CH:9]([CH3:10])[CH3:11]. The reactants are CC(=O)O, CC(C)Oc1c(C#N)cnc2ccc(C=C3SC(NCc4cccs4)=NC3=O)nc12, CC(C)Oc1ccnc2ccc(C=C3SC(NC4CC4c4ccccc4)=NC3=O)nc12, O. Product: CC(C)Oc1ccnc2ccc(C=C3SC(NCc4cccs4)=NC3=O)nc12. As a reaction SMILES: [C:62]([OH:63])(=[O:64])[CH3:65].[CH:1]([CH3:2])([CH3:3])[O:4][c:5]1[c:6]([C:29]#[N:30])[cH:7][n:8][c:9]2[cH:10][cH:11][c:12]([CH:15]=[C:16]3[C:17](=[O:28])[N:18]=[C:19]([NH:21][CH2:22][c:23]4[s:24][cH:25][cH:26][cH:27]4)[S:20]3)[n:13][c:14]12.[CH:31]([O:32][c:33]1[cH:34][cH:35][n:36][c:37]2[c:38]1[n:39][c:40]([CH:41]=[C:42]1[S:43][C:44]([NH:45][CH:46]3[CH2:47][CH:48]3[c:49]3[cH:50][cH:51][cH:52][cH:53][cH:54]3)=[N:55][C:56]1=[O:57])[cH:58][cH:59]2)([CH3:60])[CH3:61].[OH2:66]>>[CH:1]([CH3:2])([CH3:3])[O:4][c:5]1[cH:6][cH:7][n:8][c:9]2[cH:10][cH:11][c:12]([CH:15]=[C:16]3[C:17](=[O:28])[N:18]=[C:19]([NH:21][CH2:22][c:23]4[s:24][cH:25][cH:26][cH:27]4)[S:20]3)[n:13][c:14]12. Reactants: ClC1=C(C(=O)O)C=CC=C1Cl (2,3-dichlorobenzoic acid), ClC1=C(C(=O)O)C=CC=C1C(F)(F)F (2-chloro-3-(trifluoromethyl)benzoic acid). Product: ClC1=C(C(=O)Cl)C=CC=C1Cl (2,3-Dichlorobenzoyl chloride). Reaction SMILES: [Cl:1][C:2]1[C:10]([Cl:11])=[CH:9][CH:8]=[CH:7][C:3]=1[C:4](O)=[O:5].[Cl:12]C1C(C(F)(F)F)=CC=CC=1C(O)=O>>[Cl:1][C:2]1[C:10]([Cl:11])=[CH:9][CH:8]=[CH:7][C:3]=1[C:4]([Cl:12])=[O:5]. Procedure: Intermediate 14 was prepared in a similar manner as Intermediate 12 substituting 2,3-dichlorobenzoic acid for 2-chloro-3-(trifluoromethyl)benzoic acid. The reactants are NC=1N=C(C2=C(N1)SC=C2C=2C=NC=CC2)N2CCNCC2 (2-Amino-4-(piperazin-1-yl)-5-(pyridin-3-yl)thieno[2,3-d]pyrimidine), COC1=C(C=CC=C1)N=C=O (2-methoxyphenyl isocyanate). The solvent is ClCCl (dichloromethane), C(C)#N (acetonitrile). Run at time 8 hour. Yields the product NC=1N=C(C2=C(N1)SC=C2C=2C=NC=CC2)N2CCN(CC2)C(=O)NC2=C(C=CC=C2)OC (4-[2-Amino-5-(pyridin-3-yl)thieno[2,3-d]pyrimidin-4-yl]-N-(2-methoxyphenyl)-piperazine-1-carboxamide). Isolated yield 60.7%. Reaction SMILES: [NH2:1][C:2]1[N:3]=[C:4]([N:17]2[CH2:22][CH2:21][NH:20][CH2:19][CH2:18]2)[C:5]2[C:10]([C:11]3[CH:12]=[N:13][CH:14]=[CH:15][CH:16]=3)=[CH:9][S:8][C:6]=2[N:7]=1.[CH3:23][O:24][C:25]1[CH:30]=[CH:29][CH:28]=[CH:27][C:26]=1[N:31]=[C:32]=[O:33]>ClCCl.C(#N)C>[NH2:1][C:2]1[N:3]=[C:4]([N:17]2[CH2:22][CH2:21][N:20]([C:32]([NH:31][C:26]3[CH:27]=[CH:28][CH:29]=[CH:30][C:25]=3[O:24][CH3:23])=[O:33])[CH2:19][CH2:18]2)[C:5]2[C:10]([C:11]3[CH:12]=[N:13][CH:14]=[CH:15][CH:16]=3)=[CH:9][S:8][C:6]=2[N:7]=1. Procedure details: To a solution of Example 10 (50 mg, 0.15 mmol) in dichloromethane (2 mL) and acetonitrile (1 mL) was added 2-methoxyphenyl isocyanate (21 μL, 0.16 mmol). The reaction mixture was stirred overnight. The reaction mixture was evaporated in vacuo and the crude residue was purified by silica gel flash chromatography, the mobile phase being a mixture of methanol and dichloromethane (in a ratio gradually ranging from 0.5% to 3% methanol in dichloromethane), yielding the title compound (42 mg) as a whit... Starting materials: IC=1C(=C(C=C(C=O)C1)OC)O (5-iodovanillin), C([O-])([O-])=O.[K+].[K+] (potassium carbonate), O (water). Solvent: CN(C)C=O (DMF). Reaction conditions: time 16 hour. Product: COC=1C=C(C=O)C=C(C1OC)I (3,4-dimethoxy-5-iodobenzaldehyde). The yield is 93.0%. Reaction SMILES: [I:1][C:2]1[C:3]([OH:12])=[C:4]([O:10][CH3:11])[CH:5]=[C:6]([CH:9]=1)[CH:7]=[O:8].[C:13](=O)([O-])[O-].[K+].[K+].O>CN(C=O)C>[CH3:11][O:10][C:4]1[CH:5]=[C:6]([CH:9]=[C:2]([I:1])[C:3]=1[O:12][CH3:13])[CH:7]=[O:8] |f:1.2.3|. Procedure details: lodomethane (2.5 mL, 40 mmoles) was added to a mixture of 5-iodovanillin (10 g, 36 mmoles), potassium carbonate (25 g, 180 mmoles) in DMF (100 ml) and the resulting mixture was stirred at room temperature for 16 hours. The mixture was poured into water (0.5 L) and extracted with ethyl acetate (2×200 mL). The combined organic phases were washed with water (200 mL), dried over MgSO4 and evaporated in vacuo to afford 9.78 g (93%) of 3,4-dimethoxy-5-iodobenzaldehyde, m.p. 58-63° C. Reactants: C(C)OC(CC1C2=C(B(O1)O)C=C(C=C2OCCNC(=O)OC(C)(C)C)OC2=NC=CN=C2)=O ([4-(2-tert-butoxycarbonylamino-ethoxy)-1-hydroxy-6-(pyrazin-2-yloxy)-1,3-dihydro-benzo[c][1,2]oxaborol-3-yl]-acetic acid ethyl ester), Cl (HCl). The solvent is C(C)(=O)O (acetic acid). Yields the product NCCOC1=CC(=CC=2B(OC(C21)CC(=O)O)O)OC2=NC=CN=C2 ([4-(2-Amino-ethoxy)-1-hydroxy-6-(pyrazin-2-yloxy)-1,3-dihydro-benzo[c][1,2]oxaborol-3-yl]-acetic acid). The yield is 64.2%. As a reaction SMILES: C([O:3][C:4](=[O:34])[CH2:5][CH:6]1[O:10][B:9]([OH:11])[C:8]2[CH:12]=[C:13]([O:27][C:28]3[CH:33]=[N:32][CH:31]=[CH:30][N:29]=3)[CH:14]=[C:15]([O:16][CH2:17][CH2:18][NH:19]C(OC(C)(C)C)=O)[C:7]1=2)C.Cl>C(O)(=O)C>[NH2:19][CH2:18][CH2:17][O:16][C:15]1[C:7]2[CH:6]([CH2:5][C:4]([OH:34])=[O:3])[O:10][B:9]([OH:11])[C:8]=2[CH:12]=[C:13]([O:27][C:28]2[CH:33]=[N:32][CH:31]=[CH:30][N:29]=2)[CH:14]=1. Procedure: A solution of [4-(2-tert-butoxycarbonylamino-ethoxy)-1-hydroxy-6-(pyrazin-2-yloxy)-1,3-dihydro-benzo[c][1,2]oxaborol-3-yl]-acetic acid ethyl ester (47 mg) in acetic acid (4 mL) was treated with 1N HCl (1 mL) at 100° C. 2 h. The reaction was concentrated to dryness. The residue was purified by preparative HPLC to give the title compound (22 mg) as a white solid. 1H NMR (300 MHz, CD3OD) δ 8.47 (s, 1H), 8.34-8.33 (m, 1H), 8.17-8.15 (m, 1H), 7.08 (d, J=1.8 Hz, 1H), 7.04 (d, J=1.8 Hz, 1H), 5.76-5.72 ... Procedure details: To a mixture of 28.64 g of succinimide in 1200 cm3 of isopropanol cooled to -10° C., 32.8 g of sodium borohydride is added, with agitaton for 4 hours, while maintaining the temperature at -10° to 0° C. Every 15 minutes 15 drops of a 2M solution of hydrochloric acid in isopropanol is added. Operating at 0° to +2° C., the reactional mixture is then taken to pH 2-3 by the addition of a 2N solution of hydrochloric acid in isopropanol, then agitated for 2 hours at the same temperature. Neutralization... As a reaction SMILES: [C:1]1(=[O:7])[NH:5][C:4](=[O:6])[CH2:3][CH2:2]1.[BH4-].[Na+].Cl.[OH-].[K+].[CH:13](O)([CH3:15])[CH3:14]>>[O:7]=[C:1]1[CH2:2][CH2:3][CH:4]([O:6][CH:13]([CH3:15])[CH3:14])[NH:5]1 |f:1.2,4.5|. Product: O=C1NC(CC1)OC(C)C (2-oxo-5-isopropyloxy pyrrolidine). Conditions: temperature -10 celsius, time 2 hour. Reactants: [OH-].[K+] (potassium hydroxide), C(C)(C)O (isopropanol), solution, Cl (hydrochloric acid), C(C)(C)O (isopropanol), solution, Cl (hydrochloric acid), C(C)(C)O (isopropanol), [BH4-].[Na+] (sodium borohydride), C1(CCC(N1)=O)=O (succinimide), C(C)(C)O (isopropanol).